This data is from the Open Reaction Database (ORD), a public repository of structured organic reaction records. The task is: describe an organic reaction: reactants, conditions, products, and yield The reactants are FC(C(=O)OCC)=C(CC)C=1C=C2C(=CC(OC2=CC1OC)(C)C)C(C)(C)C (ethyl 2-fluoro-3-(4-tert-butyl-7-methoxy-2,2-dimethyl-2H-chromen-6-yl)-pent-2-enoate), F\C(\C(=O)OCC)=C(/CC)\C=1C=C2C(=CC(OC2=CC1OC)(C)C)C(C)(C)C (Ethyl (2E)-2-fluoro-3-(4-tert-butyl-7-methoxy-2,2-dimethyl-2H-chromen-6-yl)-pent-2-enoate), [H-].C(C(C)C)[Al+]CC(C)C (diisobutylaluminum hydride). RXN SMILES: [F:1][C:2](=[C:8]([C:11]1[CH:12]=[C:13]2[C:18](=[CH:19][C:20]=1[O:21][CH3:22])[O:17][C:16]([CH3:24])([CH3:23])[CH:15]=[C:14]2[C:25]([CH3:28])([CH3:27])[CH3:26])[CH2:9][CH3:10])[C:3](OCC)=[O:4].F/C(=C(/C1C=C2C(=CC=1OC)OC(C)(C)C=C2C(C)(C)C)\CC)/C(OCC)=O.[H-].C([Al+]CC(C)C)C(C)C>>[C:25]([C:14]1[C:13]2[C:18](=[CH:19][C:20]([O:21][CH3:22])=[C:11](/[C:8](/[CH2:9][CH3:10])=[C:2](/[F:1])\[CH2:3][OH:4])[CH:12]=2)[O:17][C:16]([CH3:23])([CH3:24])[CH:15]=1)([CH3:28])([CH3:26])[CH3:27] |f:2.3|. Product: C(C)(C)(C)C1=CC(OC2=CC(=C(C=C12)/C(=C(\CO)/F)/CC)OC)(C)C ((2E)-3-(4-tert-Butyl-7-methoxy-2,2-dimethyl-2H-chromen-6-yl)-2-fluoro-pent-2-en-1-ol). Procedure: Following General Procedure L, ethyl 2-fluoro-3-(4-tert-butyl-7-methoxy-2,2-dimethyl-2H-chromen-6-yl)-pent-2-enoate (Compound 79, 90 mg, 0.23 mmol) and diisobutylaluminum hydride (1 M in dichloromethane, 0.7 mL, 0.7 mmol) were reacted to give the title compound as yellow solid after purification by flash chromatography (silica gel, 1:4 ethyl acetate/hexane).